Dataset: the Open Reaction Database (ORD), a public repository of structured organic reaction records. Task: describe an organic reaction: reactants, conditions, products, and yield The reactants are C(C)(=O)OC(C)=O (acetic anhydride), ice, FC1=C(C=C2CNCC(C2=O)=CC2=C(C=CC=C2)F)C=CC=C1 (3,5-Bis(2-fluorobenzylidene)-4-piperidone). Solvent: C(=O)O (formic acid). Reaction conditions: time 16 hour. Product: C(=O)N1CC(C(C(C1)=CC1=C(C=CC=C1)F)=O)=CC1=C(C=CC=C1)F (N-Formyl-3,5-bis(2-fluorobenzylidene)-4-piperidone). Isolated yield 45.0%. Reaction SMILES: [C:1](OC(=O)C)(=[O:3])C.[F:8][C:9]1[CH:30]=[CH:29][CH:28]=[CH:27][C:10]=1[CH:11]=[C:12]1[C:17](=[O:18])[C:16](=[CH:19][C:20]2[CH:25]=[CH:24][CH:23]=[CH:22][C:21]=2[F:26])[CH2:15][NH:14][CH2:13]1>C(O)=O>[CH:1]([N:14]1[CH2:13][C:12](=[CH:11][C:10]2[CH:27]=[CH:28][CH:29]=[CH:30][C:9]=2[F:8])[C:17](=[O:18])[C:16](=[CH:19][C:20]2[CH:25]=[CH:24][CH:23]=[CH:22][C:21]=2[F:26])[CH2:15]1)=[O:3]. Procedure: Compound 18 was synthesized by two methods. In the first method, acetic anhydride (3 ml) was added drop-wise to an ice-cold solution of compound 1 (300 mg, 0.96 mmol) in formic acid (6 ml), and the reaction mixture was stirred at room temperature for 16 h. The solvent was distilled-off under vacuum. The solid obtained was recrystallized from chloroform and hexanes to obtain 18 as a yellow solid (148 mg, 45% yield). In the second method, ammonium formate (121 mg, 1.92 mmol) was added to a solutio... The reactants are O=C1CCC2(CC1)OCCO2, C1CCOC1, [Li]CCCC, Brc1ccc(N2CCC2)nc1. Product: OC1(c2ccc(N3CCC3)nc2)CCC2(CC1)OCCO2. As a reaction SMILES: [CH2:17]1[CH2:18][O:19][C:20]2([CH2:21][CH2:22][C:23](=[O:26])[CH2:24][CH2:25]2)[O:27]1.[CH2:28]1[O:29][CH2:30][CH2:31][CH2:32]1.[CH3:12][CH2:13][CH2:14][CH2:15][Li:16].[N:1]1([c:5]2[n:6][cH:7][c:8]([Br:11])[cH:9][cH:10]2)[CH2:2][CH2:3][CH2:4]1>>[N:1]1([c:5]2[n:6][cH:7][c:8]([C:23]3([OH:26])[CH2:22][CH2:21][C:20]4([O:19][CH2:18][CH2:17][O:27]4)[CH2:25][CH2:24]3)[cH:9][cH:10]2)[CH2:2][CH2:3][CH2:4]1. The reactants are C1=CC=CC=2NC3=CC=CC=C3C(C12)=O (acridone), O=S(Cl)Cl (SOCl2), C1(=CC=CC=C1)O (phenol), C(=O)([O-])[O-].[K+].[K+] (K2CO3). Run in C1=CC=CC=C1 (benzene), CN(C)C=O (DMF). Conditions: temperature 60 celsius, time 3.5 day. The product is O(C1=CC=CC=C1)C=1C2=CC=CC=C2N=C2C=CC=CC12 (9-Phenoxyacridine). Isolated yield 97.9%. Reaction SMILES: [CH:1]1[C:14]2[C:13](=[O:15])[C:12]3[C:7](=[CH:8][CH:9]=[CH:10][CH:11]=3)[NH:6][C:5]=2[CH:4]=[CH:3][CH:2]=1.O=S(Cl)Cl.[C:20]1(O)[CH:25]=[CH:24][CH:23]=[CH:22][CH:21]=1.C([O-])([O-])=O.[K+].[K+]>CN(C=O)C.C1C=CC=CC=1>[O:15]([C:13]1[C:12]2[C:7]([N:6]=[C:5]3[C:14]=1[CH:1]=[CH:2][CH:3]=[CH:4]3)=[CH:8][CH:9]=[CH:10][CH:11]=2)[C:20]1[CH:25]=[CH:24][CH:23]=[CH:22][CH:21]=1 |f:3.4.5|. Procedure details: Dry benzene (450 mL) was added to 1.50 g acridone (1 equiv.) under N2-atmosphere. SOCl2 (3.37 mL, 6 equiv.) was added and the reaction mixture was refluxed over night followed by removal of solvent by evaporation. Dry DMF (75 mL), phenol (2.17 g, 3 equiv.) and K2CO3 (4.26 g, 3 equiv.) were added under N2. The reaction was stirred at 60° C. for 3.5 days. After filtration and evaporation the crude product was purified using flash chromatography (CH2Cl2 to CH2Cl2:Et2O, 6:1) giving 2.04 g of 2, 98% ...